Dataset: the Open Reaction Database (ORD), a public repository of structured organic reaction records. Task: describe an organic reaction: reactants, conditions, products, and yield Starting materials: C(C=C)(=O)O.C1(=CC=CC=C1)C(C(=O)C1=CC=CC=C1)=NO (benzil monoxime acrylate). The solvent is C(Cl)(Cl)Cl (chloroform). Product: C1(=CC=CC=C1)C(C(=O)C1=CC=CC=C1)=NO (benzil monoxime). Reaction SMILES: C(O)(=O)C=C.[C:6]1([C:12](=[N:21][OH:22])[C:13]([C:15]2[CH:20]=[CH:19][CH:18]=[CH:17][CH:16]=2)=[O:14])[CH:11]=[CH:10][CH:9]=[CH:8][CH:7]=1>C(Cl)(Cl)Cl>[C:6]1([C:12](=[N:21][OH:22])[C:13]([C:15]2[CH:16]=[CH:17][CH:18]=[CH:19][CH:20]=2)=[O:14])[CH:7]=[CH:8][CH:9]=[CH:10][CH:11]=1 |f:0.1|. Reported procedure: As shown in the following reaction 1, 30 g of benzil monoxime acrylate, which is obtained from the reaction of benzil monoxime and chloroacylate, and 1 L of chloroform were added into a 2 L reactor, and was stirred and cooled in iced water. 47 g of 3-chloroperoxybenzoicacid(mCPBA) were slowly added into the cooled solution, and the reaction was carried out at room temperature for 24 hours. After completion of the reaction, the 3-chlorobenzoicacid (by-product) was removed by filtering the product... Starting materials: CCOCC (ether), [Br-].C(CCCCCCCCCCC)[N+]1=C(C=CC=C1)C (1-Dodecyl-2-methylpyridinium bromide), CN(C1=CC=C(C=O)C=C1)C (4-dimethylaminobenzaldehyde), N1CCCCC1 (piperidine). The solvent is C(C)O (ethanol). Product: [Br-].CN(C1=CC=C(C=CC2=[N+](C=CC=C2)CCCCCCCCCCCC)C=C1)C (2-[4-(dimethylamino)styryl]-1-dodecylpyridinium bromide). Yield: 50.7%. RXN SMILES: [Br-:1].[CH2:2]([N+:14]1[CH:19]=[CH:18][CH:17]=[CH:16][C:15]=1[CH3:20])[CH2:3][CH2:4][CH2:5][CH2:6][CH2:7][CH2:8][CH2:9][CH2:10][CH2:11][CH2:12][CH3:13].[CH3:21][N:22]([CH3:31])[C:23]1[CH:30]=[CH:29][C:26]([CH:27]=O)=[CH:25][CH:24]=1.N1CCCCC1.CCOCC>C(O)C>[Br-:1].[CH3:21][N:22]([CH3:31])[C:23]1[CH:30]=[CH:29][C:26]([CH:27]=[CH:20][C:15]2[CH:16]=[CH:17][CH:18]=[CH:19][N+:14]=2[CH2:2][CH2:3][CH2:4][CH2:5][CH2:6][CH2:7][CH2:8][CH2:9][CH2:10][CH2:11][CH2:12][CH3:13])=[CH:25][CH:24]=1 |f:0.1,6.7|. Reported procedure: 1-Dodecyl-2-methylpyridinium bromide (3.42 g, 0.01 mole) and 4-dimethylaminobenzaldehyde (1.6 g, 0.011 mole) were refluxed in ethanol (15 ml) in the presence of piperidine (0.2 ml) under nitrogen for two hours. The solution was cooled and ether was added when an orange solid crystallised which was collected giving 2-[4-(dimethylamino)styryl]-1-dodecylpyridinium bromide quarter hydrate (2.4 g), melting point 197°-198° C. Starting materials: COC(=O)C1=C(C)N(O)C(C)=C(C(=O)OC)C1c1cccc([N+](=O)[O-])c1, ClCc1ccccc1, [Na+], C1CCOC1, [OH-]. Product: COC(=O)C1=C(C)N(OCc2ccccc2)C(C)=C(C(=O)OC)C1c1cccc([N+](=O)[O-])c1. As a reaction SMILES: [CH3:1][O:2][C:3](=[O:4])[C:5]1=[C:6]([CH3:26])[N:7]([OH:25])[C:8]([CH3:24])=[C:9]([C:20](=[O:21])[O:22][CH3:23])[CH:10]1[c:11]1[cH:12][c:13]([N+:17](=[O:18])[O-:19])[cH:14][cH:15][cH:16]1.[Cl:29][CH2:30][c:31]1[cH:32][cH:33][cH:34][cH:35][cH:36]1.[Na+:28].[O:37]1[CH2:38][CH2:39][CH2:40][CH2:41]1.[OH-:27]>>[CH3:1][O:2][C:3](=[O:4])[C:5]1=[C:6]([CH3:26])[N:7]([O:25][CH2:30][c:31]2[cH:32][cH:33][cH:34][cH:35][cH:36]2)[C:8]([CH3:24])=[C:9]([C:20](=[O:21])[O:22][CH3:23])[CH:10]1[c:11]1[cH:12][c:13]([N+:17](=[O:18])[O-:19])[cH:14][cH:15][cH:16]1. Starting materials: C(F)(F)(F)C(=O)O (CF3CO2H), C1(=CC=CC=C1)C(N1N=C(C=C1COC(C)=O)COC(C)=O)(C1=CC=CC=C1)C1=CC=CC=C1 (1-Triphenylmethyl-3,5-diacetoxymethylpyrazole), C(=O)([O-])[O-].[K+].[K+] (K2CO3). Run in O (H2O). Reaction conditions: time 1 hour. Product: C(C)(=O)OCC1=NNC(=C1)COC(C)=O (3,5-Diacetoxymethylpyrazole). RXN SMILES: C(C(O)=O)(F)(F)F.C1(C(C2C=CC=CC=2)(C2C=CC=CC=2)[N:15]2[C:19]([CH2:20][O:21][C:22](=[O:24])[CH3:23])=[CH:18][C:17]([CH2:25][O:26][C:27](=[O:29])[CH3:28])=[N:16]2)C=CC=CC=1.C([O-])([O-])=O.[K+].[K+]>O>[C:27]([O:26][CH2:25][C:17]1[CH:18]=[C:19]([CH2:20][O:21][C:22](=[O:24])[CH3:23])[NH:15][N:16]=1)(=[O:29])[CH3:28] |f:2.3.4|. Reported procedure: To a solution of 90 ml. of CF3CO2H and 15 ml. of H2O, cooled to -20° was added, in portions, 10 g. (0.022 mol) of the end product of Example 20. After the addition was complete, the solution was stirred at -15° to -20° for 1 hour, poured into excess saturated K2CO3 solution and extracted with EtOAc. The organic phase was dried (MgSO4), concentrated and the residue chromatographed on silica gel to give the end product as a pale yellow oil. The analytical sample was obtained as a colorless oil by ... The reactants are O (water), BrC1=C(C=C(C(=O)O)C=C1)O (4-bromo-3-hydroxybenzoic acid), C([O-])([O-])=O.[K+].[K+] (potassium carbonate), S(=O)(=O)(OC)OC (dimethyl sulfate). Solvent: CC(=O)C (acetone). Product: BrC1=C(C=C(C(=O)OC)C=C1)OC (Methyl 4-bromo-3-methoxybenzoate). Isolated yield 98.2%. RXN SMILES: [Br:1][C:2]1[CH:10]=[CH:9][C:5]([C:6]([OH:8])=[O:7])=[CH:4][C:3]=1O.[C:12](=O)([O-])[O-].[K+].[K+].S([O:23][CH3:24])(OC)(=O)=O.O>CC(C)=O>[Br:1][C:2]1[CH:10]=[CH:9][C:5]([C:6]([O:8][CH3:12])=[O:7])=[CH:4][C:3]=1[O:23][CH3:24] |f:1.2.3|. Procedure details: A solution of 4-bromo-3-hydroxybenzoic acid of Step A (27 mmol), potassium carbonate (33 mmol) and dimethyl sulfate (32 mmol), in acetone (40 mL) was stirred at reflux temperature under nitrogen atmosphere for three hours. The mixture was cooled and 5 mL of water was added. The acetone was evaporated and 30 mL of water was added. The product was extracted into dichloromethane. The organic solution was dried over anhydrous magnesium sulfate, and evaporated to provide the title compound (6.5 g; 99... The reactants are ClCCl, CC(C)(C)OC(=O)N(Cc1ccc2c(c1)OCCO2)C1CCN(CCn2c(=O)cnc3ccccc32)CC1, O=C(O)C(F)(F)F. The product is O=c1cnc2ccccc2n1CCN1CCC(NCc2ccc3c(c2)OCCO3)CC1. RXN SMILES: [Cl:46][CH2:47][Cl:48].[O:1]1[CH2:2][CH2:3][O:4][c:5]2[c:6]1[cH:7][cH:8][c:9]([CH2:11][N:12]([C:13](=[O:14])[O:15][C:16]([CH3:17])([CH3:18])[CH3:19])[CH:20]1[CH2:21][CH2:22][N:23]([CH2:26][CH2:27][n:28]3[c:29](=[O:38])[cH:30][n:31][c:32]4[cH:33][cH:34][cH:35][cH:36][c:37]34)[CH2:24][CH2:25]1)[cH:10]2.[OH:39][C:40]([C:41]([F:42])([F:43])[F:44])=[O:45]>>[O:1]1[CH2:2][CH2:3][O:4][c:5]2[c:6]1[cH:7][cH:8][c:9]([CH2:11][NH:12][CH:20]1[CH2:21][CH2:22][N:23]([CH2:26][CH2:27][n:28]3[c:29](=[O:38])[cH:30][n:31][c:32]4[cH:33][cH:34][cH:35][cH:36][c:37]34)[CH2:24][CH2:25]1)[cH:10]2.